From a dataset of the Open Reaction Database (ORD), a public repository of structured organic reaction records. describe an organic reaction: reactants, conditions, products, and yield Reactants: CC(=O)N1CCN(Cc2cc(C)cc(N)c2)CC1, CS(=O)(=O)c1nccc(-n2ccnc2-c2ccccc2)n1, CO, ClCCl. Yields the product CC(=O)N1CCN(Cc2cc(C)cc(Nc3nccc(-n4ccnc4-c4ccccc4)n3)c2)CC1. Reaction SMILES: [C:22]([CH3:23])(=[O:24])[N:25]1[CH2:26][CH2:27][N:28]([CH2:31][c:32]2[cH:33][c:34]([NH2:35])[cH:36][c:37]([CH3:39])[cH:38]2)[CH2:29][CH2:30]1.[CH3:1][S:2](=[O:3])(=[O:4])[c:5]1[n:6][cH:7][cH:8][c:9](-[n:11]2[c:12](-[c:16]3[cH:17][cH:18][cH:19][cH:20][cH:21]3)[n:13][cH:14][cH:15]2)[n:10]1.[CH3:40][OH:41].[Cl:42][CH2:43][Cl:44]>>[c:5]1([NH:35][c:34]2[cH:33][c:32]([CH2:31][N:28]3[CH2:27][CH2:26][N:25]([C:22]([CH3:23])=[O:24])[CH2:30][CH2:29]3)[cH:38][c:37]([CH3:39])[cH:36]2)[n:6][cH:7][cH:8][c:9](-[n:11]2[c:12](-[c:16]3[cH:17][cH:18][cH:19][cH:20][cH:21]3)[n:13][cH:14][cH:15]2)[n:10]1.